This data is from the Open Reaction Database (ORD), a public repository of structured organic reaction records. The task is: describe an organic reaction: reactants, conditions, products, and yield Starting materials: FC(C(=O)O)(F)F.C(C)(C)(C)NC([C@H]1NC[C@H](C1)OC1=CC=CC=C1)=O (N-t-butyl-4(S)-phenoxy-L-prolineamide trifluoroacetic acid salt), C1=C(C=CC2=CC=CC=C12)O (2-naphthol), C1(=CC=CC=C1)O (phenol). The product is C1=C(C=CC2=CC=CC=C12)ON1[C@H](C(=O)N)CCC1 (2-naphthyloxy proline amide). Reaction SMILES: FC(F)(F)C(O)=O.C([NH:12][C:13](=[O:26])[C@@H:14]1[CH2:18][C@H:17](OC2C=CC=CC=2)[CH2:16][NH:15]1)(C)(C)C.[CH:27]1[C:36]2[C:31](=[CH:32][CH:33]=[CH:34][CH:35]=2)[CH:30]=[CH:29][C:28]=1[OH:37].C1(O)C=CC=CC=1>>[CH:27]1[C:36]2[C:31](=[CH:32][CH:33]=[CH:34][CH:35]=2)[CH:30]=[CH:29][C:28]=1[O:37][N:15]1[CH2:16][CH2:17][CH2:18][C@H:14]1[C:13]([NH2:12])=[O:26] |f:0.1|. Procedure: Following substantially the same procedure for synthesizing N-t-butyl-4(S)-phenoxy-L-prolineamide trifluoroacetic acid salt as outlined in Example 1, Steps 6 through 8, but substituting 2-naphthol for the phenol used therein, the 2-naphthyloxy proline amide was produced. The reactants are ClC1=CC(=C(C=C1Cl)N)N (4,5-dichloro-o-phenylenediamine), O.N1C(=O)NC(=O)C(=O)C1=O (alloxan hydrate), B(O)(O)O (boric acid). Run in C(C)(=O)O (acetic acid). The product is C1=C2C(=CC(=C1Cl)Cl)N=C3C(=N2)C(=O)NC(=O)N3 (7,8-dichloro-alloxazine). Isolated yield 99.9%. RXN SMILES: [Cl:1][C:2]1[C:7]([Cl:8])=[CH:6][C:5]([NH2:9])=[C:4]([NH2:10])[CH:3]=1.O.[NH:12]1[C:20](=[O:21])[C:18](=O)[C:16](=O)[NH:15][C:13]1=[O:14].B(O)(O)O>C(O)(=O)C>[CH:3]1[C:2]([Cl:1])=[C:7]([Cl:8])[CH:6]=[C:5]2[N:9]=[C:16]3[NH:15][C:13](=[O:14])[NH:12][C:20](=[O:21])[C:18]3=[N:10][C:4]=12 |f:1.2|. Reported procedure: A solution of 10 g of 4,5-dichloro-o-phenylenediamine, 9 g of alloxan hydrate, 1.5 g of boric acid and 250 ml of glacial acetic acid was stirred overnight at room temperature to obtain a brown-black solution which was filtered. The yellow-buff crystalline solid was well washed with water to obtain 15.9 g of 7,8-dichloro-alloxazine melting at >370° C. A solution of 2 g of 7,8-dichloro-alloxazine in 10 ml of concentrated sulfuric acid was slowly heated to 240° C. and held there for 10 minutes. The... The reactants are COc1ccc(CNC(=O)C2(CCCCBr)c3ccccc3-c3ccccc32)cc1, c1ccc2nc(N3CCNCC3)ccc2c1. The product is COc1ccc(CNC(=O)C2(CCCCN3CCN(c4ccc5ccccc5n4)CC3)c3ccccc3-c3ccccc32)cc1. RXN SMILES: [CH3:1][O:2][c:3]1[cH:4][cH:5][c:6]([CH2:7][NH:8][C:9](=[O:10])[C:11]2([CH2:24][CH2:25][CH2:26][CH2:27][Br:28])[c:12]3[cH:13][cH:14][cH:15][cH:16][c:17]3-[c:18]3[cH:19][cH:20][cH:21][cH:22][c:23]32)[cH:29][cH:30]1.[N:31]1([c:37]2[n:38][c:39]3[cH:40][cH:41][cH:42][cH:43][c:44]3[cH:45][cH:46]2)[CH2:32][CH2:33][NH:34][CH2:35][CH2:36]1>>[CH3:1][O:2][c:3]1[cH:4][cH:5][c:6]([CH2:7][NH:8][C:9](=[O:10])[C:11]2([CH2:24][CH2:25][CH2:26][CH2:27][N:34]3[CH2:33][CH2:32][N:31]([c:37]4[n:38][c:39]5[cH:40][cH:41][cH:42][cH:43][c:44]5[cH:45][cH:46]4)[CH2:36][CH2:35]3)[c:12]3[cH:13][cH:14][cH:15][cH:16][c:17]3-[c:18]3[cH:19][cH:20][cH:21][cH:22][c:23]32)[cH:29][cH:30]1. Starting materials: CC(N=[N+]=[N-])C1(F)CCN(C(=O)OCc2ccccc2)C1, CO, [H][H]. Yields the product CC(N)C1(F)CCN(C(=O)OCc2ccccc2)C1. Reaction SMILES: [CH2:1]([c:2]1[cH:3][cH:4][cH:5][cH:6][cH:7]1)[O:8][C:9](=[O:10])[N:11]1[CH2:12][C:13]([F:16])([CH:17]([CH3:18])[N:19]=[N+:20]=[N-:21])[CH2:14][CH2:15]1.[CH3:24][OH:25].[H:22][H:23]>>[CH2:1]([c:2]1[cH:3][cH:4][cH:5][cH:6][cH:7]1)[O:8][C:9](=[O:10])[N:11]1[CH2:12][C:13]([F:16])([CH:17]([CH3:18])[NH2:19])[CH2:14][CH2:15]1. The reactants are CC(=O)OC(C)=O, CCOC(C)=O, [N-]=[N+]=NCC1CN(c2cccc(F)c2)C(=O)O1, [H][H], c1ccncc1. Product: CC(=O)NCC1CN(c2cccc(F)c2)C(=O)O1. As a reaction SMILES: [CH3:26][C:27](=[O:28])[O:29][C:30](=[O:31])[CH3:32].[CH3:33][CH2:34][O:35][C:36](=[O:37])[CH3:38].[F:1][c:2]1[cH:3][c:4]([N:8]2[C:9](=[O:17])[O:10][CH:11]([CH2:13][N:14]=[N+:15]=[N-:16])[CH2:12]2)[cH:5][cH:6][cH:7]1.[H:18][H:19].[cH:20]1[cH:21][cH:22][n:23][cH:24][cH:25]1>>[F:1][c:2]1[cH:3][c:4]([N:8]2[C:9](=[O:17])[O:10][CH:11]([CH2:13][NH:14][C:27]([CH3:26])=[O:28])[CH2:12]2)[cH:5][cH:6][cH:7]1. The reactants are C1COC2(N(C3(CC2OS(=O)(=O)C)CCC(CC3)=O)C)O1 (3-Mesyloxy-1-methyl-1-azaspiro[4.5]decane-2.8-dione ethylene ketal), [I-].[Na+] (sodium iodide). The solvent is CC(=O)C (acetone). Run at temperature 110 celsius, time 90 minute. Product: CN1C(CCC12CCC(CC2)=O)=O (1-Methyl-1-azaspiro[4.5]decane-2,8-dione). Reaction SMILES: C1O[C:4]2([CH:8](OS(C)(=O)=O)[CH2:7][C:6]3([CH2:18][CH2:17][C:16](=[O:19])[CH2:15][CH2:14]3)[N:5]2[CH3:20])[O:3]C1.[I-].[Na+]>CC(C)=O>[CH3:20][N:5]1[C:6]2([CH2:18][CH2:17][C:16](=[O:19])[CH2:15][CH2:14]2)[CH2:7][CH2:8][C:4]1=[O:3] |f:1.2|. Procedure: A mixture of 3-Mesyloxy-1-methyl-1-azaspiro[4.5]decane-2.8-dione ethylene ketal (1.28 g), sodium iodide (1.8 g) and acetone (20 mL) was refluxed with stirring for 90 min. The solvent was removed in vacuo and the residue was dissolved in methylene chloride and washed with water. After drying over magnesium sulfate the solvent was removed in vacuo. The residue was dissolved in toluene (20 mL) and treated with tri-n-butyltin hydride (1.75 g) and AIBN (20 mg) and the resulting mixture was heated at ... The yield is 50.1%. RXN SMILES: C([Li])CCC.[O:6]1[CH:10]=[CH:9][N:8]=[CH:7]1.[CH3:11][Si:12](Cl)([CH3:14])[CH3:13]>CCCCCC.CCOCC>[CH3:11][Si:12]([CH3:14])([CH3:13])[C:7]1[O:6][CH:10]=[CH:9][N:8]=1. The product is C[Si](C=1OC=CN1)(C)C (2-trimethylsilyl oxazole). Reactants: C[Si](C)(C)Cl (trimethylsilyl chloride), C(CCC)[Li] (n-Butyllithium), solution, O1C=NC=C1 (oxazole). Reported procedure: n-Butyllithium (28.5 ml of a 2.54M solution in hexane) was added to a -78° solution of oxazole (5.0 g) in ether (150 ml). The resulting solution was stirred at -78° for 30 min, followed by the addition of trimethylsilyl chloride (7.86 g), and the mixture allowed to warm to room temperature. The reaction mixture was distilled and the fraction with a boiling point of about 130° was collected to afford 2-trimethylsilyl oxazole (5.12 g); MS, m/e=142(M+1), 91, 73. The solvent is CCCCCC (hexane), CCOCC (ether). Reaction conditions: time 30 minute.